Dataset: the Open Reaction Database (ORD), a public repository of structured organic reaction records. Task: describe an organic reaction: reactants, conditions, products, and yield Reactants: CS(C)=O, CCOC(=O)c1c(Cl)[nH]c(=O)c(I)c1Oc1cc(C)cc(C)c1, [N-]=[N+]=[N-], [Na+]. Yields the product CCOC(=O)c1c(N=[N+]=[N-])[nH]c(=O)c(I)c1Oc1cc(C)cc(C)c1. As a reaction SMILES: [CH3:28][S:29]([CH3:30])=[O:31].[Cl:5][c:6]1[nH:7][c:8](=[O:27])[c:9]([I:26])[c:10]([O:17][c:18]2[cH:19][c:20]([CH3:25])[cH:21][c:22]([CH3:24])[cH:23]2)[c:11]1[C:12](=[O:13])[O:14][CH2:15][CH3:16].[N-:2]=[N+:3]=[N-:4].[Na+:1]>>[N:2](=[N+:3]=[N-:4])[c:6]1[nH:7][c:8](=[O:27])[c:9]([I:26])[c:10]([O:17][c:18]2[cH:19][c:20]([CH3:25])[cH:21][c:22]([CH3:24])[cH:23]2)[c:11]1[C:12](=[O:13])[O:14][CH2:15][CH3:16]. Reactants: CN=C=O, NC(=O)c1cccc(OC2CNC2)c1, c1ccccc1. The product is CNC(=O)N1CC(Oc2cccc(C(N)=O)c2)C1. As a reaction SMILES: [CH3:15][N:16]=[C:17]=[O:18].[NH:1]1[CH2:2][CH:3]([O:5][c:6]2[cH:7][c:8]([C:9](=[O:10])[NH2:11])[cH:12][cH:13][cH:14]2)[CH2:4]1.[cH:19]1[cH:20][cH:21][cH:22][cH:23][cH:24]1>>[N:1]1([C:17]([NH:16][CH3:15])=[O:18])[CH2:2][CH:3]([O:5][c:6]2[cH:7][c:8]([C:9](=[O:10])[NH2:11])[cH:12][cH:13][cH:14]2)[CH2:4]1. Reactants: NC=1SC=C(N1)CN1CCN(CC1)C(C1=CC=CC=C1)C1=CC=CC=C1 (2-amino-4-(4-benzhydrylpiperazin-1-ylmethyl)thiazole), C(=O)(C(=O)OCC)Cl (ethoxalyl chloride). Run in O1CCCC1 (tetrahydrofuran), N1=CC=CC=C1 (pyridine). The product is C(C1=CC=CC=C1)(C1=CC=CC=C1)N1CCN(CC1)CC=1N=C(SC1)NC(=O)C(=O)OCC (4-(4-benzhydrylpiperazin-1-ylmethyl)-2-ethoxalylaminothiazole). Yield: 30.5%. RXN SMILES: [NH2:1][C:2]1[S:3][CH:4]=[C:5]([CH2:7][N:8]2[CH2:13][CH2:12][N:11]([CH:14]([C:21]3[CH:26]=[CH:25][CH:24]=[CH:23][CH:22]=3)[C:15]3[CH:20]=[CH:19][CH:18]=[CH:17][CH:16]=3)[CH2:10][CH2:9]2)[N:6]=1.[C:27](Cl)([C:29]([O:31][CH2:32][CH3:33])=[O:30])=[O:28]>O1CCCC1.N1C=CC=CC=1>[CH:14]([N:11]1[CH2:12][CH2:13][N:8]([CH2:7][C:5]2[N:6]=[C:2]([NH:1][C:27]([C:29]([O:31][CH2:32][CH3:33])=[O:30])=[O:28])[S:3][CH:4]=2)[CH2:9][CH2:10]1)([C:15]1[CH:20]=[CH:19][CH:18]=[CH:17][CH:16]=1)[C:21]1[CH:26]=[CH:25][CH:24]=[CH:23][CH:22]=1. Procedure: To a solution of 2-amino-4-(4-benzhydrylpiperazin-1-ylmethyl)thiazole (1.8 g) in tetrahydrofuran (5 ml) and pyridine (10 ml) was added dropwise ethoxalyl chloride (1.1 g) under ice-cooling with stirring, and the stirring was continued at the same temperature for an hour. After concentration of the reaction mixture, the residue was extracted with ethyl acetate, washed with water, dried over anhydrous magnesium sulfate and then evaporated to dryness to give a residue, which was chromatographed on ...